This data is from the Open Reaction Database (ORD), a public repository of structured organic reaction records. The task is: describe an organic reaction: reactants, conditions, products, and yield Starting materials: [OH-].[Na+] (Sodium hydroxide), C(C)OC(CN(C(C1=CC(=CC(=C1)NC(CCCCCCCCCCCCCCC)=O)NC(CCCCCCCCCCCCCCC)=O)=O)CC(=O)OCC)=O (N-(2-ethoxy-2-oxoethyl)-N-[3,5-bis(1-oxohexadecylamino)benzoyl]glycine ethyl ester). The product is C(=O)(O)CN(CC(=O)O)C(C1=CC(=CC(=C1)NC(CCCCCCCCCCCCCCC)=O)NC(CCCCCCCCCCCCCCC)=O)=O (N-(carboxymethyl)-N-[3,5-bis(1-oxohexadecylamino)benzoyl]glycine). As a reaction SMILES: [OH-].[Na+].C([O:5][C:6](=[O:59])[CH2:7][N:8]([CH2:53][C:54]([O:56]CC)=[O:55])[C:9](=[O:52])[C:10]1[CH:15]=[C:14]([NH:16][C:17](=[O:33])[CH2:18][CH2:19][CH2:20][CH2:21][CH2:22][CH2:23][CH2:24][CH2:25][CH2:26][CH2:27][CH2:28][CH2:29][CH2:30][CH2:31][CH3:32])[CH:13]=[C:12]([NH:34][C:35](=[O:51])[CH2:36][CH2:37][CH2:38][CH2:39][CH2:40][CH2:41][CH2:42][CH2:43][CH2:44][CH2:45][CH2:46][CH2:47][CH2:48][CH2:49][CH3:50])[CH:11]=1)C>>[C:6]([CH2:7][N:8]([C:9](=[O:52])[C:10]1[CH:15]=[C:14]([NH:16][C:17](=[O:33])[CH2:18][CH2:19][CH2:20][CH2:21][CH2:22][CH2:23][CH2:24][CH2:25][CH2:26][CH2:27][CH2:28][CH2:29][CH2:30][CH2:31][CH3:32])[CH:13]=[C:12]([NH:34][C:35](=[O:51])[CH2:36][CH2:37][CH2:38][CH2:39][CH2:40][CH2:41][CH2:42][CH2:43][CH2:44][CH2:45][CH2:46][CH2:47][CH2:48][CH2:49][CH3:50])[CH:11]=1)[CH2:53][C:54]([OH:56])=[O:55])([OH:59])=[O:5] |f:0.1|. Procedure: Sodium hydroxide hydrolysis of N-(2-ethoxy-2-oxoethyl)-N-[3,5-bis(1-oxohexadecylamino)benzoyl]glycine ethyl ester as in Example 56 and recrystallization from methanol-water gave N-(carboxymethyl)-N-[3,5-bis(1-oxohexadecylamino)benzoyl]glycine, mp 129°-133°. Starting materials: C(C1=CC=CC=C1)OC1=C(OC(=CC1=O)CNS(=O)(=O)C1=C(C=CC=C1)Cl)C(=O)O (3-Benzyloxy-6-[(2-chloro-benzenesulfonylamino)-methyl]-4-oxo-4H-pyran-2-carboxylic acid), C1(=CC=CC=C1)S(=O)(=O)C(C1=CC(C(=C(N1C)C(=O)O)OCC1=CC=CC=C1)=O)N (6-(benzene sulfonyl amino-methyl)-3-benzyloxy-1-methyl-4-oxo-1,4-dihydro-pyridine-2-carboxylic acid). Product: C(C1=CC=CC=C1)OC1=C(N(C(=CC1=O)CNS(=O)(=O)C1=C(C=CC=C1)Cl)C)C(=O)O (3-Benzyloxy-6-[(2-chloro-benzenesulfonylamino)-methyl]-1-methyl-4-oxo-1,4-dihydro-pyridine-2-carboxylic acid). Isolated yield 77.6%. As a reaction SMILES: [CH2:1]([O:8][C:9]1[C:14](=[O:15])[CH:13]=[C:12]([CH2:16][NH:17][S:18]([C:21]2[CH:26]=[CH:25][CH:24]=[CH:23][C:22]=2[Cl:27])(=[O:20])=[O:19])O[C:10]=1[C:28]([OH:30])=[O:29])[C:2]1[CH:7]=[CH:6][CH:5]=[CH:4][CH:3]=1.C1(S(C(N)C2[N:46](C)[C:45](C(O)=O)=C(OCC3C=CC=CC=3)C(=O)C=2)(=O)=O)C=CC=CC=1>>[CH2:1]([O:8][C:9]1[C:14](=[O:15])[CH:13]=[C:12]([CH2:16][NH:17][S:18]([C:21]2[CH:26]=[CH:25][CH:24]=[CH:23][C:22]=2[Cl:27])(=[O:20])=[O:19])[N:46]([CH3:45])[C:10]=1[C:28]([OH:30])=[O:29])[C:2]1[CH:7]=[CH:6][CH:5]=[CH:4][CH:3]=1. Reported procedure: 3-Benzyloxy-6-[(2-chloro-benzenesulfonylamino)-methyl]-1-methyl-4-oxo-1,4-dihydro-pyridine-2-carboxylic acid (13-03) (1.7 g, 77.6%) was synthesized as a white solid from 3-benzyloxy-6-[(2-chloro-benzenesulfonylamino)-methyl]-4-oxo-4H-pyran-2-carboxylic acid (12-03) (2.0 g, 4.45 mmol) following the procedure described for 6-(benzenesulfonylamino-methyl)-3-benzyloxy-1-methyl-4-oxo-1,4-dihydro-pyridine-2-carboxylic acid (13-01). The yield is 65.6%. Yields the product FC=1C=CC=C2C(=CNC12)C=1CCNCC1 (7-fluoro-3-(1,2,3,6-tetrahydropyridin-4-yl)-1H-indole). Reported procedure: Beginning with 2.0 gm (14.8 mMol) 7-fluoro-1H-indole and 4.6 gm (30.0 mMol) 4-piperidone hydrochloride monohydrate, 2.1 gm (66%) of the title compound were recovered as a white solid. Reaction SMILES: [F:1][C:2]1[CH:3]=[CH:4][CH:5]=[C:6]2[C:10]=1[NH:9][CH:8]=[CH:7]2.O.Cl.[NH:13]1[CH2:18][CH2:17][C:16](=O)[CH2:15][CH2:14]1>>[F:1][C:2]1[CH:3]=[CH:4][CH:5]=[C:6]2[C:10]=1[NH:9][CH:8]=[C:7]2[C:16]1[CH2:17][CH2:18][NH:13][CH2:14][CH:15]=1 |f:1.2.3|. Starting materials: FC=1C=CC=C2C=CNC12 (7-fluoro-1H-indole), O.Cl.N1CCC(CC1)=O (4-piperidone hydrochloride monohydrate). Reactants: BrCC1=NC2=CC(=CC=C2C=C1)F (2-bromomethyl-7-fluoroquinoline), C([O-])([O-])=O.[Cs+].[Cs+] (caesium carbonate), [I-].[K+] (potassium iodide), FC1=CC=C2C=CC(=NC2=C1)COC=1C=C(N)C=CC1 (3-(7-fluoro-2-quinolinylmethoxy)aniline), C([O-])([O-])=O.[Na+].[Na+] (sodium carbonate), NC=1C=C(C=CC1)O (3-aminophenol). The solvent is CC(=O)C (acetone). Run at time 15 minute. Product: FC1=CC=C2C=CC(=NC2=C1)COC=1C=C(C=CC1)NC(CC(C(=O)O)(CC)CC)=O (4-[3-(7-fluoro-2-quinolinylmethoxy)phenylamino]-2,2-diethyl-4-oxobutanoic acid). RXN SMILES: [F:1][C:2]1[CH:11]=[C:10]2[C:5]([CH:6]=[CH:7][C:8]([CH2:12][O:13][C:14]3[CH:15]=[C:16]([CH:18]=[CH:19][CH:20]=3)[NH2:17])=[N:9]2)=[CH:4][CH:3]=1.[C:21](=[O:24])([O-])[O-:22].[Na+].[Na+].N[C:28]1C=[C:30]([OH:34])[CH:31]=[CH:32][CH:33]=1.Br[CH2:36][C:37]1C=CC2C(=CC(F)=CC=2)N=1.C(=O)([O-])[O-].[Cs+].[Cs+].[I-].[K+]>CC(C)=O>[F:1][C:2]1[CH:11]=[C:10]2[C:5]([CH:6]=[CH:7][C:8]([CH2:12][O:13][C:14]3[CH:15]=[C:16]([NH:17][C:30](=[O:34])[CH2:31][C:32]([CH2:33][CH3:28])([CH2:36][CH3:37])[C:21]([OH:22])=[O:24])[CH:18]=[CH:19][CH:20]=3)=[N:9]2)=[CH:4][CH:3]=1 |f:1.2.3,6.7.8,9.10|. Procedure details: 3-(7-fluoro-2-quinolinylmethoxy)aniline: 1.99 g of sodium carbonate are added to a solution of 1.36 g of 3-aminophenol in 150 ml of acetone and the batch is stirred for 15 min. at 20°. 3.0 g of 2-bromomethyl-7-fluoroquinoline, 4.07 g of caesium carbonate and 0.1 g of potassium iodide are added to the mixture which is boiled under reflux for 3 hours. The reaction mixture is filtered, the precipitate is washed with acetone and the filtrate is concentrated by evaporation. The residue is taken up in... Reactants: BrCC=1C=C(C=CC1)NC(CC1=CC=C(C=C1)OCCCCCCCCCCCCCC)=O (N-[3-(bromomethyl)phenyl]-4-(tetradecyloxy)benzeneacetamide), N=1C=CN2C1C=CC=C2 (imidazo[1,2-a]pyridine). The solvent is C(C)#N (acetonitrile). Product: [Br-].C(CCCCCCCCCCCCC)OC1=CC=C(C=C1)CC(=O)NC=1C=C(C=CC1)C[N+]1=CN2C(C=CC=C2)=C1 (2-[[3-[[[4-(Tetradecyloxy)phenyl]acetyl]amino]phenyl]methyl]imidazo[1,5-a]pyridinium bromide). The yield is 81.4%. Reaction SMILES: [Br:1][CH2:2][C:3]1[CH:4]=[C:5]([NH:9][C:10](=[O:33])[CH2:11][C:12]2[CH:17]=[CH:16][C:15]([O:18][CH2:19][CH2:20][CH2:21][CH2:22][CH2:23][CH2:24][CH2:25][CH2:26][CH2:27][CH2:28][CH2:29][CH2:30][CH2:31][CH3:32])=[CH:14][CH:13]=2)[CH:6]=[CH:7][CH:8]=1.[N:34]1[CH:35]=[CH:36][N:37]2[CH:42]=[CH:41][CH:40]=[CH:39][C:38]=12>C(#N)C>[Br-:1].[CH2:19]([O:18][C:15]1[CH:16]=[CH:17][C:12]([CH2:11][C:10]([NH:9][C:5]2[CH:4]=[C:3]([CH2:2][N+:34]3[CH:35]=[C:36]4[CH:39]=[CH:40][CH:41]=[CH:42][N:37]4[CH:38]=3)[CH:8]=[CH:7][CH:6]=2)=[O:33])=[CH:13][CH:14]=1)[CH2:20][CH2:21][CH2:22][CH2:23][CH2:24][CH2:25][CH2:26][CH2:27][CH2:28][CH2:29][CH2:30][CH2:31][CH3:32] |f:3.4|. Procedure: A mixture of 1.5 g of N-[3-(bromomethyl)phenyl]-4-(tetradecyloxy)benzeneacetamide and 1.03 g of imidazo[1,2-a]pyridine in 25 ml of acetonitrile is refluxed under argon for 3.5 hours. The solvent is evaporated and the residue stirred with ether and collected by centrifugation. The solid is washed several times with ether and vacuum dried to give 1.5 g of the desired product as a white powder, m.p. 133°-135° C. Reactants: Cl (HCl), O1CCOCC1 (dioxane), COC(\C=C\C=1C=C2C(CC3(CN(CC3)C(=O)OC(C)(C)C)OC2=CC1)=O)=O ((±)-(E)-3-[1′-tert-butoxycarbonyl-4-oxo-spiro(chromane-2,3′-pyrrolidine)-6-yl]-acrylic acid methyl ester). The solvent is C(Cl)Cl (DCM). Run at time 1 hour. Yields the product COC(\C=C\C=1C=C2C(CC3(CNCC3)OC2=CC1)=O)=O ((±)-(E)-3-[4-oxo-spiro(chromane-2,3′-pyrrolidine)-6-yl]-acrylic acid methyl ester). As a reaction SMILES: Cl.O1CCOCC1.[CH3:8][O:9][C:10](=[O:35])/[CH:11]=[CH:12]/[C:13]1[CH:14]=[C:15]2[C:31](=[CH:32][CH:33]=1)[O:30][C:18]1([CH2:22][CH2:21][N:20](C(OC(C)(C)C)=O)[CH2:19]1)[CH2:17][C:16]2=[O:34]>C(Cl)Cl>[CH3:8][O:9][C:10](=[O:35])/[CH:11]=[CH:12]/[C:13]1[CH:14]=[C:15]2[C:31](=[CH:32][CH:33]=1)[O:30][C:18]1([CH2:22][CH2:21][NH:20][CH2:19]1)[CH2:17][C:16]2=[O:34]. Reported procedure: 4 M HCl in dioxane (10 ml, 80 mmol) was added to a solution of (±)-(E)-3-[1′-tert-butoxycarbonyl-4-oxo-spiro(chromane-2,3′-pyrrolidine)-6-yl]-acrylic acid methyl ester (4.30 g, 11.2 mmol) in DCM (15 ml) and the mixture was stirred at RT for 1 h. The precipitate was filtered off, washed with DCM, dried under vacuum and collected (3.3 g) as a white solid (hydrochloride salt). Y=92% Reactants: C1(CCCC1)C(C#CC1=CC(=C(C=C1)C1(CC1)C#N)F)(CC=1OC(OC(C1)=O)(C)C)O (1-{4-[3-Cyclopentyl-4-(2,2-dimethyl-6-oxo-6H-[1,3]dioxin-4-yl)-3-hydroxy-but-1-ynyl]-2-fluoro-phenyl}-cyclopropanecarbonitrile), BrC1=CC(=C(C=C1)C1(CC1)C#N)F (1-(4-bromo-2-fluoro-phenyl)-cyclopropanecarbonitrile), C1(CCCC1)C1(OC(CC(C1)=O)=O)CCC1=CC(=C(C=C1)C(C#N)(C)C)F (2-{4-[2-(2-cyclopentyl-4,6-dioxotetrahydro-2H-pyran-2-yl)ethyl]-2-fluorophenyl}-2-methylpropanenitrile). Product: C1(CCCC1)C1(OC(CC(C1)=O)=O)CCC1=CC(=C(C=C1)C1(CC1)C#N)F (1-{4-[2-(2-Cyclopentyl-4,6-dioxo-tetrahydro-pyran-2-yl)-ethyl]-2-fluoro-phenyl}-cyclopropanecarbonitrile). Reaction SMILES: [CH:1]1([C:6]([OH:31])([CH2:21][C:22]2[O:23]C(C)(C)[O:25][C:26](=O)[CH:27]=2)[C:7]#[C:8][C:9]2[CH:14]=[CH:13][C:12]([C:15]3([C:18]#[N:19])[CH2:17][CH2:16]3)=[C:11]([F:20])[CH:10]=2)[CH2:5][CH2:4][CH2:3][CH2:2]1.BrC1C=CC(C2(C#N)CC2)=C(F)C=1.C1(C2(CCC3C=CC(C(C)(C)C#N)=C(F)C=3)CC(=O)CC(=O)O2)CCCC1>>[CH:1]1([C:6]2([CH2:7][CH2:8][C:9]3[CH:14]=[CH:13][C:12]([C:15]4([C:18]#[N:19])[CH2:16][CH2:17]4)=[C:11]([F:20])[CH:10]=3)[CH2:21][C:22](=[O:23])[CH2:27][C:26](=[O:25])[O:31]2)[CH2:5][CH2:4][CH2:3][CH2:2]1. Procedure: The desired product was prepared analogously to step 4 of Example A(97), substituting 1-{4-[3-Cyclopentyl-4-(2,2-dimethyl-6-oxo-6H-[1,3]dioxin-4-yl)-3-hydroxy-but-1-ynyl]-2-fluoro-phenyl}-cyclopropanecarbonitrile [prepared analogously to step 3 of Example A(97) substituting 1-(4-bromo-2-fluoro-phenyl)-cyclopropanecarbonitrile in place of 2-(4-bromo-2-fluorophenyl)-2-methylpropanenitrile)] in place of 2-{4-[2-(2-cyclopentyl-4,6-dioxotetrahydro-2H-pyran-2-yl)ethyl]-2-fluorophenyl}-2-methylpropanen... Reactants: O=C1CCCC(c2ccc(Cl)cc2)N1c1ccccc1, N#C[Cu]C#N, N, O, c1ccncc1. The product is N#Cc1ccc(C2CCCC(=O)N2c2ccccc2)cc1. As a reaction SMILES: [Cl:1][c:2]1[cH:3][cH:4][c:5]([CH:8]2[CH2:9][CH2:10][CH2:11][C:12](=[O:20])[N:13]2[c:14]2[cH:15][cH:16][cH:17][cH:18][cH:19]2)[cH:6][cH:7]1.[Cu:21]([C:22]#[N:23])[C:24]#[N:25].[NH3:27].[OH2:26].[cH:28]1[cH:29][cH:30][n:31][cH:32][cH:33]1>>[c:2]1([C:22]#[N:23])[cH:3][cH:4][c:5]([CH:8]2[CH2:9][CH2:10][CH2:11][C:12](=[O:20])[N:13]2[c:14]2[cH:15][cH:16][cH:17][cH:18][cH:19]2)[cH:6][cH:7]1. Reactants: CN(C)C=O, ClCCl, O=C(O)C=Cc1ccc(S(=O)(=O)N2CCN(c3cccc(C(F)(F)F)c3)CC2)cc1. Product: O=C(Cl)C=Cc1ccc(S(=O)(=O)N2CCN(c3cccc(C(F)(F)F)c3)CC2)cc1. Reaction SMILES: [CH3:34][N:35]([CH3:36])[CH:37]=[O:38].[Cl:31][CH2:32][Cl:33].[F:1][C:2]([c:3]1[cH:4][c:5]([N:9]2[CH2:10][CH2:11][N:12]([S:15](=[O:16])(=[O:17])[c:18]3[cH:19][cH:20][c:21]([CH:24]=[CH:25][C:26](=[O:27])[OH:28])[cH:22][cH:23]3)[CH2:13][CH2:14]2)[cH:6][cH:7][cH:8]1)([F:29])[F:30]>>[F:1][C:2]([c:3]1[cH:4][c:5]([N:9]2[CH2:10][CH2:11][N:12]([S:15](=[O:16])(=[O:17])[c:18]3[cH:19][cH:20][c:21]([CH:24]=[CH:25][C:26](=[O:27])[Cl:31])[cH:22][cH:23]3)[CH2:13][CH2:14]2)[cH:6][cH:7][cH:8]1)([F:29])[F:30].